Dataset: the Open Reaction Database (ORD), a public repository of structured organic reaction records. Task: describe an organic reaction: reactants, conditions, products, and yield The reactants are 31B, C(C)OC(CCC1=C(C=C(C=C1)O)C)=O (3-(4-hydroxy-2-methyl-phenyl)-propionic acid ethyl ester), BrCC1=NC=C(C=N1)C1=CC=C(C=C1)C(F)(F)F (2-bromomethyl-5-(4-trifluoromethyl-phenyl)-pyrimidine). Product: C(C)OC(CCC1=C(C=C(C=C1)OCC1=NC=C(C=N1)C1=CC=C(C=C1)C(F)(F)F)C)=O (3-{2-methyl-4-[5-(4-trifluoromethyl-phenyl)-pyrimidin-2-ylmethoxy]-phenyl}-propionic acid ethyl ester). As a reaction SMILES: [CH2:1]([O:3][C:4](=[O:15])[CH2:5][CH2:6][C:7]1[CH:12]=[CH:11][C:10]([OH:13])=[CH:9][C:8]=1[CH3:14])[CH3:2].Br[CH2:17][C:18]1[N:23]=[CH:22][C:21]([C:24]2[CH:29]=[CH:28][C:27]([C:30]([F:33])([F:32])[F:31])=[CH:26][CH:25]=2)=[CH:20][N:19]=1>>[CH2:1]([O:3][C:4](=[O:15])[CH2:5][CH2:6][C:7]1[CH:12]=[CH:11][C:10]([O:13][CH2:17][C:18]2[N:19]=[CH:20][C:21]([C:24]3[CH:25]=[CH:26][C:27]([C:30]([F:33])([F:31])[F:32])=[CH:28][CH:29]=3)=[CH:22][N:23]=2)=[CH:9][C:8]=1[CH3:14])[CH3:2]. Procedure: A] In analogy to the procedures described in examples 8A] and 31B], 3-(4-hydroxy-2-methyl-phenyl)-propionic acid ethyl ester (example 60B]) was reacted with 2-bromomethyl-5-(4-trifluoromethyl-phenyl)-pyrimidine (example 63C]) to give 3-{2-methyl-4-[5-(4-trifluoromethyl-phenyl)-pyrimidin-2-ylmethoxy]-phenyl}-propionic acid ethyl ester, which was subsequently saponified to yield the title compound as off-white solid. Starting materials: CC1=CC=C(C=C1)S(=O)(=O)Cl (4-methyl-benzenesulfonyl chloride), CC(C)O (2-propanol), O (water). The solvent is N1=CC=CC=C1 (pyridine). Conditions: temperature 0 celsius, time 2 hour. Yields the product C(C)(C)OS(=O)(=O)C1=CC=C(C=C1)C (Toluene-4-sulfonic acid isopropyl ester). As a reaction SMILES: [CH3:1][C:2]1[CH:7]=[CH:6][C:5]([S:8](Cl)(=[O:10])=[O:9])=[CH:4][CH:3]=1.[CH3:12][CH:13]([OH:15])[CH3:14].O>N1C=CC=CC=1>[CH:13]([O:15][S:8]([C:5]1[CH:6]=[CH:7][C:2]([CH3:1])=[CH:3][CH:4]=1)(=[O:10])=[O:9])([CH3:14])[CH3:12]. Procedure: At 0° C., 4-methyl-benzenesulfonyl chloride (3.8 g) was added to a solution of 2-propanol (6.12 ml) in pyridine (6.6 ml). The reaction mixture was stirred at 0° C. for 2 h and then at 20° C. for 16 h. The reaction mixture was poured into water (150 ml) and extracted with dichloromethane. The combined organic phases were washed with 3M aqueous HCl and sat. NaHCO3. After drying (MgSO4) and concentrating in vacuo, the title product was obtained as a pale yellow oil. Yield: 2.89 g. MS-ESI: [M+H]+=21... The reactants are CC(C)CC(NC(=O)OC(C)(C)C)C(=O)O, CCN=C=NCCCN(C)C, COC(=O)C(N)Cc1ccc(O)cc1, CC#N, Cl, On1nnc2ccccc21. Yields the product COC(=O)C(Cc1ccc(O)cc1)NC(=O)C(CC(C)C)NC(=O)OC(C)(C)C. As a reaction SMILES: [C:1]([CH3:2])([CH3:3])([CH3:4])[O:5][C:6](=[O:7])[NH:8][CH:9]([CH2:10][CH:11]([CH3:12])[CH3:13])[C:14](=[O:15])[OH:16].[CH3:18][N:19]([CH3:20])[CH2:21][CH2:22][CH2:23][N:24]=[C:25]=[N:26][CH2:27][CH3:28].[CH3:39][O:40][C:41]([CH:42]([NH2:43])[CH2:44][c:45]1[cH:46][cH:47][c:48]([OH:51])[cH:49][cH:50]1)=[O:52].[CH3:53][C:54]#[N:55].[ClH:17].[OH:29][n:30]1[c:31]2[cH:32][cH:33][cH:34][cH:35][c:36]2[n:37][n:38]1>>[C:1]([CH3:2])([CH3:3])([CH3:4])[O:5][C:6](=[O:7])[NH:8][CH:9]([CH2:10][CH:11]([CH3:12])[CH3:13])[C:14](=[O:16])[NH:43][CH:42]([C:41]([O:40][CH3:39])=[O:52])[CH2:44][c:45]1[cH:46][cH:47][c:48]([OH:51])[cH:49][cH:50]1. Reactants: O=C([O-])[O-], CN1CCCC1=O, O=[N+]([O-])c1ccccc1Cl, [K+], [K+], [K+], Cc1c(N)c(C(=O)[O-])n(C)c1C. The product is [K+], Cc1c(Nc2ccccc2[N+](=O)[O-])c(C(=O)[O-])n(C)c1C. As a reaction SMILES: [C:24](=[O:25])([O-:26])[O-:27].[CH3:30][N:31]1[CH2:32][CH2:33][CH2:34][C:35]1=[O:36].[Cl:1][c:2]1[c:3]([N+:8](=[O:9])[O-:10])[cH:4][cH:5][cH:6][cH:7]1.[K+:23].[K+:28].[K+:29].[NH2:11][c:12]1[c:13]([C:20](=[O:21])[O-:22])[n:14]([CH3:19])[c:15]([CH3:18])[c:16]1[CH3:17]>>[K+:23].[c:2]1([NH:11][c:12]2[c:13]([C:20](=[O:21])[O-:22])[n:14]([CH3:19])[c:15]([CH3:18])[c:16]2[CH3:17])[c:3]([N+:8](=[O:9])[O-:10])[cH:4][cH:5][cH:6][cH:7]1. The reactants are Cl.NC(C(=O)OCC)C=CCC1NC(CCCC1)=O (ethyl 2-amino-5-(hexahydro-7-oxo-1H-azepin-2-yl)-3pentenoate, monohydrochloride). The reagents and catalysts are [Pd] (palladium on carbon). Product: Cl.NC(C(=O)OCC)CCCC1NC(CCCC1)=O (ethyl α-aminohexahydro-7-oxo-1H-azepine-2-pentanoate, monohydrochloride). Reaction SMILES: [ClH:1].[NH2:2][CH:3]([CH:9]=[CH:10][CH2:11][CH:12]1[CH2:18][CH2:17][CH2:16][CH2:15][C:14](=[O:19])[NH:13]1)[C:4]([O:6][CH2:7][CH3:8])=[O:5]>[Pd]>[ClH:1].[NH2:2][CH:3]([CH2:9][CH2:10][CH2:11][CH:12]1[CH2:18][CH2:17][CH2:16][CH2:15][C:14](=[O:19])[NH:13]1)[C:4]([O:6][CH2:7][CH3:8])=[O:5] |f:0.1,3.4|. Reported procedure: The product of EXAMPLE 245 is reduced via hydrogenation using palladium on carbon as catalyst to produce the title material.